This data is from the Open Reaction Database (ORD), a public repository of structured organic reaction records. The task is: describe an organic reaction: reactants, conditions, products, and yield Starting materials: CC(N)C(=O)OC(C)(C)C, C1CCOC1, CCN(C(C)C)C(C)C, N#CSc1nc(-n2cnc3ccc(Cl)cc32)ncc1[N+](=O)[O-], Cl. Yields the product CC(Nc1nc(-n2cnc3ccc(Cl)cc32)ncc1[N+](=O)[O-])C(=O)OC(C)(C)C. Reaction SMILES: [C:33]([CH3:34])([CH3:35])([CH3:36])[O:37][C:38]([CH:39]([NH2:40])[CH3:41])=[O:42].[CH2:43]1[O:44][CH2:45][CH2:46][CH2:47]1.[CH:1]([N:2]([CH:3]([CH3:4])[CH3:5])[CH2:6][CH3:7])([CH3:8])[CH3:9].[Cl:10][c:11]1[cH:12][cH:13][c:14]2[c:15]([n:16](-[c:19]3[n:20][cH:21][c:22]([N+:28](=[O:29])[O-:30])[c:23]([S:25][C:26]#[N:27])[n:24]3)[cH:17][n:18]2)[cH:31]1.[ClH:32]>>[Cl:10][c:11]1[cH:12][cH:13][c:14]2[c:15]([n:16](-[c:19]3[n:20][cH:21][c:22]([N+:28](=[O:29])[O-:30])[c:23]([NH:40][CH:39]([C:38]([O:37][C:33]([CH3:34])([CH3:35])[CH3:36])=[O:42])[CH3:41])[n:24]3)[cH:17][n:18]2)[cH:31]1.